The task is: describe an organic reaction: reactants, conditions, products, and yield. This data is from the Open Reaction Database (ORD), a public repository of structured organic reaction records. Starting materials: CC(C)(C)N=C=S, CCO, COc1ccc(C(N)CO)cc1. Product: COc1ccc(C(CO)NC(=S)NC(C)(C)C)cc1. As a reaction SMILES: [C:13]([CH3:14])([CH3:15])([CH3:16])[N:17]=[C:18]=[S:19].[CH3:20][CH2:21][OH:22].[NH2:1][CH:2]([CH2:3][OH:4])[c:5]1[cH:6][cH:7][c:8]([O:11][CH3:12])[cH:9][cH:10]1>>[NH:1]([CH:2]([CH2:3][OH:4])[c:5]1[cH:6][cH:7][c:8]([O:11][CH3:12])[cH:9][cH:10]1)[C:18]([NH:17][C:13]([CH3:14])([CH3:15])[CH3:16])=[S:19]. Starting materials: Cl (hydrochloride), ClC1=CC=C(CN2C=CC3=CC(=CC=C23)OCC#N)C=C1 ((1-(4-Chlorobenzyl)indol-5-yl)oxyacetonitrile), [N-]=[N+]=[N-].[Na+] (sodium azide), [Cl-].[NH4+] (ammonium chloride). The solvent is CN(C=O)C (N,N-dimethylformamide). Reaction conditions: temperature 140 celsius. Product: ClC1=CC=C(CN2C=CC3=CC(=CC=C23)OCC2=NN=NN2)C=C1 (1-(4-Chlorobenzyl)-5-(-5-tetrazolylmethoxy)indole). As a reaction SMILES: [Cl:1][C:2]1[CH:21]=[CH:20][C:5]([CH2:6][N:7]2[C:15]3[C:10](=[CH:11][C:12]([O:16][CH2:17][C:18]#[N:19])=[CH:13][CH:14]=3)[CH:9]=[CH:8]2)=[CH:4][CH:3]=1.[N-:22]=[N+:23]=[N-:24].[Na+].[Cl-].[NH4+].Cl>CN(C)C=O>[Cl:1][C:2]1[CH:21]=[CH:20][C:5]([CH2:6][N:7]2[C:15]3[C:10](=[CH:11][C:12]([O:16][CH2:17][C:18]4[NH:24][N:23]=[N:22][N:19]=4)=[CH:13][CH:14]=3)[CH:9]=[CH:8]2)=[CH:4][CH:3]=1 |f:1.2,3.4|. Procedure: A mixture of (1-(4-Chlorobenzyl)indol-5-yl)oxyacetonitrile (2.0 g), sodium azide (0.55 g) and ammonium chloride (0.43 g) in N,N-dimethylformamide (15 ml) were heated at 140° C. for 5 hrs. The cooled mixture was poured into 5%-hydrochloride solution. The solution was extracted with ethyl acetate and the separated organic layer was washed with water, dried over magnesium sulfate, and concentrated in vacuo. The crude product was recrystallized from ethanol to yield the titled product, m.p. 162°-163... The reactants are C1CCOC1, COC(=O)C(C)CSc1ccccc1OC, [Li+], [OH-], O, O. Yields the product COc1ccccc1SCC(C)C(=O)O. RXN SMILES: [CH2:17]1[O:18][CH2:19][CH2:20][CH2:21]1.[CH3:1][O:2][c:3]1[c:4]([S:9][CH2:10][CH:11]([C:12](=[O:13])[O:14][CH3:15])[CH3:16])[cH:5][cH:6][cH:7][cH:8]1.[Li+:23].[OH-:22].[OH2:24].[OH2:25]>>[CH3:1][O:2][c:3]1[c:4]([S:9][CH2:10][CH:11]([C:12](=[O:13])[OH:14])[CH3:16])[cH:5][cH:6][cH:7][cH:8]1. The reactants are C1(=CC=CC=C1)P(C1=CC=CC=C1)(C1=CC=CC=C1)=O (triphenylphosphine oxide), FC(S(=O)(=O)OS(=O)(=O)C(F)(F)F)(F)F (trifluoromethanesulfonic anhydride), CN(C=1C=CC=C2C=C(NC12)C(=O)NCCSC(C1=CC=CC=C1)(C1=CC=CC=C1)C1=CC=CC=C1)S(=O)(=O)C=1SC=CC1 (7-[methyl(2-thienylsulfonyl)amino]-N-[2-(tritylthio)ethyl]-1H-indole-2-carboxamide). Solvent: ClCCl (dichloromethane). Reaction conditions: time 10 minute. The product is S1C(=NCC1)C=1NC2=C(C=CC=C2C1)N(S(=O)(=O)C=1SC=CC1)C (N-[2-(4,5-Dihydro-1,3-thiazol-2-yl)-1H-indol-7-yl]-N-methylthiophene-2-sulfonamide). The yield is 78.2%. RXN SMILES: C1(P(=O)(C2C=CC=CC=2)C2C=CC=CC=2)C=CC=CC=1.FC(F)(F)S(OS(C(F)(F)F)(=O)=O)(=O)=O.[CH3:36][N:37]([S:72]([C:75]1[S:76][CH:77]=[CH:78][CH:79]=1)(=[O:74])=[O:73])[C:38]1[CH:39]=[CH:40][CH:41]=[C:42]2[C:46]=1[NH:45][C:44]([C:47]([NH:49][CH2:50][CH2:51][S:52]C(C1C=CC=CC=1)(C1C=CC=CC=1)C1C=CC=CC=1)=O)=[CH:43]2>ClCCl>[S:52]1[CH2:51][CH2:50][N:49]=[C:47]1[C:44]1[NH:45][C:46]2[C:42]([CH:43]=1)=[CH:41][CH:40]=[CH:39][C:38]=2[N:37]([CH3:36])[S:72]([C:75]1[S:76][CH:77]=[CH:78][CH:79]=1)(=[O:73])=[O:74]. Reported procedure: To a solution of triphenylphosphine oxide (1.42 g) in dichloromethane (20 mL) was slowly added trifluoromethanesulfonic anhydride (0.43 mL) at 0° C. The mixture was stirred for 10 min, and 7-[methyl(2-thienylsulfonyl)amino]-N-[2-(tritylthio)ethyl]-1H-indole-2-carboxamide (0.54 g) was added. The reaction mixture was stirred at room temperature for 3 hr and concentrated. Saturated aqueous sodium hydrogen carbonate was added, and the mixture was extracted with ethyl acetate. The ethyl acetate layer... The reactants are BrCC1CO1, O=C([O-])[O-], COc1cc2c(Oc3cc(C)c(C)nc3-c3nc(C)c(C)s3)ccnc2cc1O, CN(C)C=O, [K+], [K+]. The product is COc1cc2c(Oc3cc(C)c(C)nc3-c3nc(C)c(C)s3)ccnc2cc1OCC1CO1. RXN SMILES: [Br:36][CH2:37][CH:38]1[CH2:39][O:40]1.[C:30](=[O:31])([O-:32])[O-:33].[CH3:1][c:2]1[n:3][c:4](-[c:8]2[n:9][c:10]([CH3:29])[c:11]([CH3:28])[cH:12][c:13]2[O:14][c:15]2[cH:16][cH:17][n:18][c:19]3[cH:20][c:21]([OH:27])[c:22]([O:25][CH3:26])[cH:23][c:24]23)[s:5][c:6]1[CH3:7].[CH3:41][N:42]([CH3:43])[CH:44]=[O:45].[K+:34].[K+:35]>>[CH3:1][c:2]1[n:3][c:4](-[c:8]2[n:9][c:10]([CH3:29])[c:11]([CH3:28])[cH:12][c:13]2[O:14][c:15]2[cH:16][cH:17][n:18][c:19]3[cH:20][c:21]([O:27][CH2:37][CH:38]4[CH2:39][O:40]4)[c:22]([O:25][CH3:26])[cH:23][c:24]23)[s:5][c:6]1[CH3:7]. Product: COC1=NC(=NC(=C1)OC)OC1=C(C(=O)OCCSC)C(=CC=C1)OC1=NC(=CC(=N1)OC)OC (methylthioethyl 2,6-bis[(4,6-dimethoxypyrimidin-2-yl)oxy]benzoate). The solvent is CN(C)C=O (DMF). Reactants: ice water, OC1=C(C(=O)OCCSC)C(=CC=C1)O (Methylthioethyl 2,6-dihydroxybenzoate), ClC1=NC(=CC(=N1)OC)OC (2-chloro-4,6-dimethoxypyrimidine), [H-].[Na+] (sodium hydride). Reaction SMILES: [OH:1][C:2]1[CH:14]=[CH:13][CH:12]=[C:11]([OH:15])[C:3]=1[C:4]([O:6][CH2:7][CH2:8][S:9][CH3:10])=[O:5].[H-].[Na+].Cl[C:19]1[N:24]=[C:23]([O:25][CH3:26])[CH:22]=[C:21]([O:27][CH3:28])[N:20]=1>CN(C=O)C>[CH3:28][O:27][C:21]1[CH:22]=[C:23]([O:25][CH3:26])[N:24]=[C:19]([O:1][C:2]2[CH:14]=[CH:13][CH:12]=[C:11]([O:15][C:19]3[N:24]=[C:23]([O:25][CH3:26])[CH:22]=[C:21]([O:27][CH3:28])[N:20]=3)[C:3]=2[C:4]([O:6][CH2:7][CH2:8][S:9][CH3:10])=[O:5])[N:20]=1 |f:1.2|. Procedure details: Methylthioethyl 2,6-dihydroxybenzoate (4.5 g) was dissolved in DMF, and 60% sodium hydride (1.6 g) was added thereto. Then, 2-chloro-4,6-dimethoxypyrimidine (3.5 g) was added thereto, and the mixture was heated and reacted at a temperature within a range of from 90 to 110° C. for two hours. The reaction solution was poured into ice water and then extracted twice with ethyl acetate. The ethyl acetate layer was washed with water and dried over anhydrous sodium sulfate. After removing inorganic sub... The product is BrCC(COC1=CC=C(C=C1)CCCCCCCC)O (1-Bromo-3-(4-octylphenoxy)propan-2-ol). Solvent: ClCCl (dichloromethane). Run at time 3 hour. The reactants are C(CCCCCCC)C1=CC=C(OCC2OC2)C=C1 (2-(4-octyl-phenoxymethyl)oxirane), [Br-].[Li+] (lithium bromide). Procedure details: 1.17 g (4.46 mmol) 2-(4-octyl-phenoxymethyl)oxirane are dissolved in 10 ml absolute dichloromethane and mixed with 1.34 g (22.3 mmol) silica gel and with 1.16 g (13.4 mmol) lithium bromide. The suspension is concentrated almost to dryness on the rotary evaporator and allowed to stand at room temperature for 3 hours. The reaction batch is mixed with dichloromethane, filtrated on cotton wool and concentrated on the rotary evaporator. Taking up the suspension in diethyl ether, washing with water, d... Reaction SMILES: [CH2:1]([C:9]1[CH:19]=[CH:18][C:12]([O:13][CH2:14][CH:15]2[CH2:17][O:16]2)=[CH:11][CH:10]=1)[CH2:2][CH2:3][CH2:4][CH2:5][CH2:6][CH2:7][CH3:8].[Br-:20].[Li+]>ClCCl>[Br:20][CH2:17][CH:15]([OH:16])[CH2:14][O:13][C:12]1[CH:18]=[CH:19][C:9]([CH2:1][CH2:2][CH2:3][CH2:4][CH2:5][CH2:6][CH2:7][CH3:8])=[CH:10][CH:11]=1 |f:1.2|.